This data is from the Open Reaction Database (ORD), a public repository of structured organic reaction records. The task is: describe an organic reaction: reactants, conditions, products, and yield Starting materials: O=C1CCN(CC1)C(=O)OC(C)(C)C (tert-butyl 4-oxo-1-piperidinecarboxylate), CC(C)([O-])C.[K+] (potassium tert-butoxide), C(#N)CP(OCC)(OCC)=O (diethyl cyanomethylphosphonate). The solvent is C1CCOC1 (THF), C1CCOC1 (THF), C1CCOC1 (THF). Run at time 8 hour. The product is C(#N)C=C1CCN(CC1)C(=O)OCCCC (butyl 4-(cyanomethylene)piperidine-1-carboxylate). The yield is 96.8%. Reaction SMILES: C[C:2]([CH3:5])([O-])C.[K+].[C:7]([CH2:9]P(=O)(OCC)OCC)#[N:8].O=[C:19]1[CH2:24][CH2:23][N:22]([C:25]([O:27][C:28]([CH3:31])(C)C)=[O:26])[CH2:21][CH2:20]1>C1COCC1>[C:7]([CH:9]=[C:19]1[CH2:20][CH2:21][N:22]([C:25]([O:27][CH2:28][CH2:31][CH2:2][CH3:5])=[O:26])[CH2:23][CH2:24]1)#[N:8] |f:0.1|. Procedure details: To a solution of 1.0 M of potassium tert-butoxide in THF (26.3 mL) at 0° C. was added drop wise a solution of diethyl cyanomethylphosphonate (4.47 mL, 0.0276 mol) in THF (33.6 mL). The reaction was warmed to RT and then cooled at 0° C. again. To the reaction mixture was then added a solution of tert-butyl 4-oxo-1-piperidinecarboxylate (5.0 g, 0.025 mol) in THF (6.72 mL). The reaction was allowed to warm up to RT and stirred overnight. After being quenched with water, the mixture was extracted wi... Reactants: FC(C1=C(C=CC=C1)S(=O)(=O)Cl)(F)F (2-(trifluoromethyl)benzenesulfonyl chloride), N (Ammonia). Solvent: C1CCOC1 (THF), C(C)O (Ethanol). Reaction conditions: time 20 hour. Yields the product FC(C1=C(C=CC=C1)S(=O)(=O)N)(F)F (2-(trifluoromethyl)benzenesulfonamide). Yield: 89.0%. RXN SMILES: [F:1][C:2]([F:14])([F:13])[C:3]1[CH:8]=[CH:7][CH:6]=[CH:5][C:4]=1[S:9](Cl)(=[O:11])=[O:10].[NH3:15]>C1COCC1.C(O)C>[F:1][C:2]([F:14])([F:13])[C:3]1[CH:8]=[CH:7][CH:6]=[CH:5][C:4]=1[S:9]([NH2:15])(=[O:11])=[O:10]. Procedure details: To a solution of 2-(trifluoromethyl)benzenesulfonyl chloride (5 g; 20.44 mmol; 1.00 eq.) in anhydrous THF (5.00 ml) was added a solution of 71 ml Ammonia in Ethanol 2M under nitrogen at room temperature. The reaction mixture was shaken for 20 h at room temperature. The solvent was evaporated and the residue redissolved in EtOAc (150 mL) and then washed with NH4Cl saturated aqueous solution (50 mL) and brine (50 mL). The organic layer was dried over MgSO4, filtered and the solvent evaporated to g... Reactants: C1CCNCC1, CC#N, CC(C)NC(=O)Cn1c(-c2ccc(F)c(Cl)c2)nc2ccc(OCCCCl)cc2c1=O, [I-], [K+], [K+], [Na+], O=C([O-])[O-], O. The product is CC(C)NC(=O)Cn1c(-c2ccc(F)c(Cl)c2)nc2ccc(OCCCN3CCCCC3)cc2c1=O. Reaction SMILES: [CH2:38]1[CH2:39][CH2:40][NH:41][CH2:42][CH2:43]1.[CH3:46][C:47]#[N:48].[Cl:1][c:2]1[cH:3][c:4](-[c:9]2[n:10][c:11]3[cH:12][cH:13][c:14]([O:27][CH2:28][CH2:29][CH2:30][Cl:31])[cH:15][c:16]3[c:17](=[O:26])[n:18]2[CH2:19][C:20](=[O:21])[NH:22][CH:23]([CH3:24])[CH3:25])[cH:5][cH:6][c:7]1[F:8].[I-:45].[K+:32].[K+:33].[Na+:44].[O-:34][C:35]([O-:36])=[O:37].[OH2:49]>>[Cl:1][c:2]1[cH:3][c:4](-[c:9]2[n:10][c:11]3[cH:12][cH:13][c:14]([O:27][CH2:28][CH2:29][CH2:30][N:41]4[CH2:40][CH2:39][CH2:38][CH2:43][CH2:42]4)[cH:15][c:16]3[c:17](=[O:26])[n:18]2[CH2:19][C:20](=[O:21])[NH:22][CH:23]([CH3:24])[CH3:25])[cH:5][cH:6][c:7]1[F:8]. The reactants are N#Cc1ccc(Br)cc1, OB(O)c1ccc(C(F)(F)F)cc1, O=Cc1ccc(-c2ccc(C(F)(F)F)cc2)cc1. The product is N#Cc1ccc(-c2ccc(C(F)(F)F)cc2)cc1. RXN SMILES: [Br:32][c:33]1[cH:34][cH:35][c:36]([C:37]#[N:38])[cH:39][cH:40]1.[F:19][C:20]([F:21])([F:22])[c:23]1[cH:24][cH:25][c:26]([B:27]([OH:28])[OH:29])[cH:30][cH:31]1.[F:1][C:2]([c:3]1[cH:4][cH:5][c:6](-[c:9]2[cH:10][cH:11][c:12]([CH:13]=[O:14])[cH:15][cH:16]2)[cH:7][cH:8]1)([F:17])[F:18]>>[F:1][C:2]([c:3]1[cH:4][cH:5][c:6](-[c:9]2[cH:10][cH:11][c:12]([C:13]#[N:38])[cH:15][cH:16]2)[cH:7][cH:8]1)([F:17])[F:18]. The reactants are ClC=1C=CC=2N(N1)C(=CN2)C(O)C2=CC1=C(N=CN1C)C=C2 ((rac)-(6-Chloro-imidazo[1,2-b]pyridazin-3-yl)-(3-methyl-3H-benzoimidazol-5-yl)-methanol), CC(=O)OI1(C=2C=CC=CC2C(=O)O1)(OC(=O)C)OC(=O)C (Dess-Martin periodinane). Solvent: C(Cl)Cl (DCM). Conditions: time 1.5 hour. The product is ClC=1C=CC=2N(N1)C(=CN2)C(=O)C2=CC1=C(N=CN1C)C=C2 ((6-Chloro-imidazo[1,2-b]pyridazin-3-yl)-(3-methyl-3H-benzoimidazol-5-yl)-methanone). RXN SMILES: [Cl:1][C:2]1[CH:3]=[CH:4][C:5]2[N:6]([C:8]([CH:11]([C:13]3[CH:22]=[CH:21][C:16]4[N:17]=[CH:18][N:19]([CH3:20])[C:15]=4[CH:14]=3)[OH:12])=[CH:9][N:10]=2)[N:7]=1.CC(OI1(OC(C)=O)(OC(C)=O)OC(=O)C2C=CC=CC1=2)=O>C(Cl)Cl>[Cl:1][C:2]1[CH:3]=[CH:4][C:5]2[N:6]([C:8]([C:11]([C:13]3[CH:22]=[CH:21][C:16]4[N:17]=[CH:18][N:19]([CH3:20])[C:15]=4[CH:14]=3)=[O:12])=[CH:9][N:10]=2)[N:7]=1. Reported procedure: (rac)-(6-Chloro-imidazo[1,2-b]pyridazin-3-yl)-(3-methyl-3H-benzoimidazol-5-yl)-methanol (Stage 185.5, 1.03 g, 3.22 mmol) was suspended in DCM (30 mL). Dess-Martin periodinane (1.688 g, 3.86 mmol) was added and the mixture was stirred at rt for 1.5 h. The mixture was evaporated to dryness and the residue was taken in 1 M NaOH and sonicated. After 15 min of stirring, it was filtered. The precipitate was dried under vacuum overnight to afford the title compound (tR 2.18 min (conditions 8), MH+=312) The reactants are COc1ccc2[nH]c(SCc3nccc(N4CCCCC4)n3)nc2c1, O=C(OO)c1cccc(Cl)c1, ClCCl, N. Yields the product COc1ccc2[nH]c(S(=O)Cc3nccc(N4CCCCC4)n3)nc2c1. RXN SMILES: [CH3:12][O:13][c:14]1[cH:15][c:16]2[c:17]([nH:18][c:19]([S:21][CH2:22][c:23]3[n:24][cH:25][cH:26][c:27]([N:29]4[CH2:30][CH2:31][CH2:32][CH2:33][CH2:34]4)[n:28]3)[n:20]2)[cH:35][cH:36]1.[Cl:1][c:2]1[cH:3][cH:4][cH:5][c:6]([C:7]([O:8][OH:10])=[O:9])[cH:11]1.[Cl:38][CH2:39][Cl:40].[NH3:37]>>[O:9]=[S:21]([c:19]1[nH:18][c:17]2[c:16]([cH:15][c:14]([O:13][CH3:12])[cH:36][cH:35]2)[n:20]1)[CH2:22][c:23]1[n:24][cH:25][cH:26][c:27]([N:29]2[CH2:30][CH2:31][CH2:32][CH2:33][CH2:34]2)[n:28]1.